From a dataset of the Open Reaction Database (ORD), a public repository of structured organic reaction records. describe an organic reaction: reactants, conditions, products, and yield The reactants are C(C1=CC=CC=C1)(=O)O[C@@H](C(=O)OC)CC1=CC2=CN(N=C2C(=C1)C)COCC[Si](C)(C)C ((R)-1-methoxy-3-(7-methyl-2-((2-(trimethylsilyl)ethoxy)methyl)-2H-indazol-5-yl)-1-oxopropan-2-yl benzoate), O.[OH-].[Li+] (lithium hydroxide monohydrate). Run in O1CCCC1 (tetrahydrofuran), CO (methanol), O (water). Conditions: temperature 0 celsius, time 1 hour. Yields the product C(C1=CC=CC=C1)(=O)O (benzoic acid). As a reaction SMILES: [C:1]([O:9][C@H](CC1C=C(C)C2C(=CN(COCC[Si](C)(C)C)N=2)C=1)C(OC)=O)(=[O:8])[C:2]1[CH:7]=[CH:6][CH:5]=[CH:4][CH:3]=1.O.[OH-].[Li+]>O1CCCC1.CO.O>[C:1]([OH:9])(=[O:8])[C:2]1[CH:7]=[CH:6][CH:5]=[CH:4][CH:3]=1 |f:1.2.3|. Procedure details: To a solution of (R)-1-methoxy-3-(7-methyl-2-((2-(trimethylsilyl)ethoxy)methyl)-2H-indazol-5-yl)-1-oxopropan-2-yl benzoate (14.2 g, 30.3 mmol) in tetrahydrofuran (80 mL) and methanol (80 mL) at 0° C. was added a solution of lithium hydroxide monohydrate (5.09 g, 121 mmol) in water (80 mL). The reaction was stirred at 0° C. for 1 h. The ice bath was removed and stirring continued at room temperature for 2 h. The reaction was concentrated, dissolved in water (5 mL), cooled to 0° C., and treated wi...